From a dataset of the Open Reaction Database (ORD), a public repository of structured organic reaction records. describe an organic reaction: reactants, conditions, products, and yield The reactants are CC(C)NC(=O)N1CC(=O)N(C1=O)C=2C=C(C=C(C2)Cl)Cl (iprodione), S(=O)(=O)(OCCCCCCCCCCCC)[O-].[Na+] (sodium dodecyl sulfate), C1(=CC=CC2=CC=CC=C12)S(=O)(=O)OC.[Na].C=O (sodium methyl naphthalene sulfonate formaldehyde), sodium lignosulfonate. Yields the product CC(C)NC(=O)N1CC(=O)N(C1=O)C=2C=C(C=C(C2)Cl)Cl.O (Iprodione Water). Reaction SMILES: [CH3:1][CH:2]([NH:4][C:5]([N:7]1[C:12](=[O:13])[N:11]([C:14]2[CH:15]=[C:16]([Cl:21])[CH:17]=[C:18]([Cl:20])[CH:19]=2)[C:9](=[O:10])[CH2:8]1)=[O:6])[CH3:3].C1(S(OC)(=O)=[O:33])C2C(=CC=CC=2)C=CC=1.[Na].C=O.S([O-])(OCCCCCCCCCCCC)(=O)=O.[Na+]>>[CH3:3][CH:2]([NH:4][C:5]([N:7]1[C:12](=[O:13])[N:11]([C:14]2[CH:19]=[C:18]([Cl:20])[CH:17]=[C:16]([Cl:21])[CH:15]=2)[C:9](=[O:10])[CH2:8]1)=[O:6])[CH3:1].[OH2:33] |f:1.2.3,4.5,6.7,^1:36|. Reported procedure: 2% benziothiazolinone, 73% iprodione, 5% sodium methyl naphthalene sulfonate-formaldehyde condensate, 4% sodium lignosulfonate, 3% sodium dodecyl sulfate, complemented to 100% with diatomite. Starting materials: C1=CCCCCCC1, O=CO, OC1CCCCCCC1. Yields the product O=COC1CCCCCCC1. RXN SMILES: [CH:10]1=[CH:17][CH2:16][CH2:15][CH2:14][CH2:13][CH2:12][CH2:11]1.[CH:18](=[O:19])[OH:20].[CH:1]1([OH:9])[CH2:2][CH2:3][CH2:4][CH2:5][CH2:6][CH2:7][CH2:8]1>>[CH:1]1([O:9][CH:18]=[O:19])[CH2:2][CH2:3][CH2:4][CH2:5][CH2:6][CH2:7][CH2:8]1. The reactants are BrC1=NNC=2C1=NC=CC2 (3-bromo-1H-pyrazolo[4,3-b]pyridine), C1(CCC1)Br (cyclobutyl bromide), C(=O)([O-])[O-].[Cs+].[Cs+] (Cs2CO3), O (water). Run in CN(C)C=O (DMF). Run at temperature 60 celsius, time 8 hour. Yields the product BrC1=NN(C=2C1=NC=CC2)C2CCC2 (3-Bromo-1-cyclobutyl-1H-pyrazolo[4,3-b]pyridine). RXN SMILES: [Br:1][C:2]1[C:6]2=[N:7][CH:8]=[CH:9][CH:10]=[C:5]2[NH:4][N:3]=1.[CH:11]1(Br)[CH2:14][CH2:13][CH2:12]1.C([O-])([O-])=O.[Cs+].[Cs+].O>CN(C=O)C>[Br:1][C:2]1[C:6]2=[N:7][CH:8]=[CH:9][CH:10]=[C:5]2[N:4]([CH:11]2[CH2:14][CH2:13][CH2:12]2)[N:3]=1 |f:2.3.4|. Reported procedure: To a solution of 3-bromo-1H-pyrazolo[4,3-b]pyridine (200 mg) in DMF (10 ml) were added cyclobutyl bromide (0.19 mL) and Cs2CO3 (395 mg) at room temperature. After stirring overnight at 60° C., the reaction mixture was poured into water and extracted with AcOEt. The extract was washed with water and brine, dried over MgSO4, and concentrated under reduced pressure. The residue was purified by basic silica gel column chromatography (AcOEt/hexane) to give the title compound (181 mg). Reactants: [N+](=O)([O-])CCCC(C)=O (1-nitro-pentane-4-one), BrBr (bromine), O (water). Run in CO (methanol). Conditions: time 2 hour. Yields the product BrCC(CCC[N+](=O)[O-])=O (1-bromo-5-nitro-pentane-2-one). The yield is 55.0%. RXN SMILES: [N+:1]([CH2:4][CH2:5][CH2:6][C:7](=[O:9])[CH3:8])([O-:3])=[O:2].[Br:10]Br.O>CO>[Br:10][CH2:8][C:7](=[O:9])[CH2:6][CH2:5][CH2:4][N+:1]([O-:3])=[O:2]. Procedure: 80.0 g (0.61 mole) of 1-nitro-pentane-4-one are dissolved in 250 ml of anhydrous methanol, whereupon 31.5 ml (0.61 mole) of bromine are quickly added under cooling with ice. The reaction mixture is stirred for a further 2 hours at a rate that the internal temperature should not exceed 40° C. To the reaction mixture 250 ml of water are added, the reaction mixture is stirred at room temperature overnight. Next morning the solution is extracted three times with 300 ml of ether each, the etheral sol... Reactants: CCCC(=O)Cl, Nc1n[nH]c2c(F)c(F)ccc12, c1ccncc1. Product: CCCC(=O)Nc1n[nH]c2c(F)c(F)ccc12. RXN SMILES: [C:1]([CH2:2][CH2:3][CH3:4])(=[O:5])[Cl:6].[F:7][c:8]1[cH:9][cH:10][c:11]2[c:12]([NH2:18])[n:13][nH:14][c:15]2[c:16]1[F:17].[cH:19]1[cH:20][cH:21][n:22][cH:23][cH:24]1>>[C:1]([CH2:2][CH2:3][CH3:4])(=[O:5])[NH:18][c:12]1[c:11]2[cH:10][cH:9][c:8]([F:7])[c:16]([F:17])[c:15]2[nH:14][n:13]1. Reactants: O1CCN(CC1)CC1NCCOC1 (3-(morpholinomethyl)morpholine), ClC=1C=C2C(CC(C2=CC1Cl)C(=O)Cl)=O (5,6-dichloro-3-oxoindan-1-carbonyl chloride). Run in C(C)N(CC)CC (triethylamine). The product is Cl.ClC=1C=C2C(CC(C2=CC1Cl)C(=O)N1C(COCC1)CN1CCOCC1)=O (4-(5.6-dichloro-3-oxoindan-1-carbonyl)-3-(morpholinomethyl)morpholine hydrochloride). The yield is 73.9%. As a reaction SMILES: [O:1]1[CH2:6][CH2:5][N:4]([CH2:7][CH:8]2[CH2:13][O:12][CH2:11][CH2:10][NH:9]2)[CH2:3][CH2:2]1.[Cl:14][C:15]1[CH:16]=[C:17]2[C:21](=[CH:22][C:23]=1[Cl:24])[CH:20]([C:25](Cl)=[O:26])[CH2:19][C:18]2=[O:28]>C(N(CC)CC)C>[ClH:14].[Cl:14][C:15]1[CH:16]=[C:17]2[C:21](=[CH:22][C:23]=1[Cl:24])[CH:20]([C:25]([N:9]1[CH2:10][CH2:11][O:12][CH2:13][CH:8]1[CH2:7][N:4]1[CH2:5][CH2:6][O:1][CH2:2][CH2:3]1)=[O:26])[CH2:19][C:18]2=[O:28] |f:3.4|. Reported procedure: The procedure described in Example 24 was repeated, but using 1.25 g of 3-(morpholinomethyl)morpholine, 2.67 ml of triethylamine and 1.11 g of 5,6-dichloro-3-oxoindan-1-carbonyl chloride, to afford 0.7 g of the title compound, melting at 210°-216° C. (dec.). The reactants are [Al+3], [Cl-], [Cl-], [Cl-], Clc1ccccc1Cl, CC(C)=CC(=O)c1ccc(O)cc1. Yields the product CC1(C)CC(=O)c2ccc(O)cc21. As a reaction SMILES: [Al+3:15].[Cl-:14].[Cl-:16].[Cl-:17].[Cl:18][c:19]1[cH:20][cH:21][cH:22][cH:23][c:24]1[Cl:25].[OH:1][c:2]1[cH:3][cH:4][c:5]([C:8]([CH:9]=[C:10]([CH3:11])[CH3:12])=[O:13])[cH:6][cH:7]1>>[OH:1][c:2]1[cH:3][c:4]2[c:5]([cH:6][cH:7]1)[C:8](=[O:13])[CH2:9][C:10]2([CH3:11])[CH3:12].